This data is from the Open Reaction Database (ORD), a public repository of structured organic reaction records. The task is: describe an organic reaction: reactants, conditions, products, and yield The reactants are BrC1(CCC(N2C1=NC1=CC=CC=C1C2=O)C)Br (6,6-dibromo-9-methyl-11-oxo-6,7,8,9-tetrahydro-11H-pyrido[2,1-b)quinazoline), C1(=CC=CC=C1)NN (phenyl hydrazine). Run in C(C)O (ethanol). Product: C1(=CC=CC=C1)NN=C1CCC(N2C1=NC1=CC=CC=C1C2=O)C (6-phenylhydrazono-9-methyl-11-oxo-6,7,8,9-tetrahydro-11H-pyrido[2,1-b]quinazoline). Isolated yield 75.0%. RXN SMILES: Br[C:2]1(Br)[C:7]2=[N:8][C:9]3[C:14]([C:15](=[O:16])[N:6]2[CH:5]([CH3:17])[CH2:4][CH2:3]1)=[CH:13][CH:12]=[CH:11][CH:10]=3.[C:19]1([NH:25][NH2:26])[CH:24]=[CH:23][CH:22]=[CH:21][CH:20]=1>C(O)C>[C:19]1([NH:25][N:26]=[C:2]2[C:7]3=[N:8][C:9]4[C:14]([C:15](=[O:16])[N:6]3[CH:5]([CH3:17])[CH2:4][CH2:3]2)=[CH:13][CH:12]=[CH:11][CH:10]=4)[CH:24]=[CH:23][CH:22]=[CH:21][CH:20]=1. Procedure details: 3.74 g (0.01 mole) of 6,6-dibromo-9-methyl-11-oxo-6,7,8,9-tetrahydro-11H-pyrido[2,1-b)quinazoline and 4.32 g. (0.04 mole) of phenyl hydrazine are heated in 40 ml. of ethanol for 10 hours. The precipitated crystals are filtered after cooling. The filtered product is suspended in 100 ml. water containing 2.72 g. (0.02 mole), sodium acetate, filtered and washed with water. 2.4 g. (75%) orange 6-phenylhydrazono-9-methyl-11-oxo-6,7,8,9-tetrahydro-11H-pyrido[2,1-b]quinazoline are obtained which after ... Starting materials: [Na] (sodium), BrC1=C(C=CC(=C1)Br)N=C=S (2,4-dibromophenyl isothiocyanate), CC(=O)C (acetone), CC(=O)C (acetone), Cl.C(CCCCCC)(=N)N (heptanamidine hydrochloride). Run in C1=CC=CC=C1.CCCCCC (benzene n-hexane). The product is BrC1=C(C=CC(=C1)Br)NC(=S)NC(CCCCCC)=N (1-(2,4-dibromophenyl)-3-(heptanimidoyl)-2-thiourea). Reaction SMILES: [Na].CC(C)=O.Cl.[C:7]([NH2:15])(=[NH:14])[CH2:8][CH2:9][CH2:10][CH2:11][CH2:12][CH3:13].[Br:16][C:17]1[CH:22]=[C:21]([Br:23])[CH:20]=[CH:19][C:18]=1[N:24]=[C:25]=[S:26]>C1C=CC=CC=1.CCCCCC>[Br:16][C:17]1[CH:22]=[C:21]([Br:23])[CH:20]=[CH:19][C:18]=1[NH:24][C:25]([NH:14][C:7](=[NH:15])[CH2:8][CH2:9][CH2:10][CH2:11][CH2:12][CH3:13])=[S:26] |f:2.3,5.6,^1:0|. Procedure details: Following a procedure similar to that described in Example 1 but using 2.3 g. sodium in 300 ml. dry acetone, 16.5 g. heptanamidine hydrochloride, and 29.3 g. 2,4-dibromophenyl isothiocyanate (m.p. 68°-70° C.; prepared from 2,4-dibromoaniline) in 100 ml. dry acetone there was obtained 1-(2,4-dibromophenyl)-3-(heptanimidoyl)-2-thiourea, m.p. 86°-88° C. (from benzene-n-hexane); hydrochloride (14 g.), m.p. 164°-165° C. (from acetonitrile). Reactants: COC(=O)c1cc(NS(=O)(=O)c2ccc(C(C)(C)C)cc2)c(Oc2ccccc2OC)c(OCCOC2CCCCO2)c1, CO, Cl. The product is COC(=O)c1cc(NS(=O)(=O)c2ccc(C(C)(C)C)cc2)c(Oc2ccccc2OC)c(OCCO)c1. Reaction SMILES: [C:1]([CH3:2])([CH3:3])([CH3:4])[c:5]1[cH:6][cH:7][c:8]([S:11](=[O:12])(=[O:13])[NH:14][c:15]2[cH:16][c:17]([C:18](=[O:19])[O:20][CH3:21])[cH:22][c:23]([O:34][CH2:35][CH2:36][O:37][CH:38]3[CH2:39][CH2:40][CH2:41][CH2:42][O:43]3)[c:24]2[O:25][c:26]2[c:27]([O:32][CH3:33])[cH:28][cH:29][cH:30][cH:31]2)[cH:9][cH:10]1.[CH3:45][OH:46].[ClH:44]>>[C:1]([CH3:2])([CH3:3])([CH3:4])[c:5]1[cH:6][cH:7][c:8]([S:11](=[O:12])(=[O:13])[NH:14][c:15]2[cH:16][c:17]([C:18](=[O:19])[O:20][CH3:21])[cH:22][c:23]([O:34][CH2:35][CH2:36][OH:37])[c:24]2[O:25][c:26]2[c:27]([O:32][CH3:33])[cH:28][cH:29][cH:30][cH:31]2)[cH:9][cH:10]1.